Dataset: the Open Reaction Database (ORD), a public repository of structured organic reaction records. Task: describe an organic reaction: reactants, conditions, products, and yield Reactants: [OH-].[K+] (Potassium hydroxide), O (Water), OC1=C(C=C(C=C1)F)C(=C)N1C=NC=C1 (1-[1-(2-hydroxy-5-fluorophenyl)vinyl]-1H-imidazole), ClC1=C(CCl)C=CC(=C1)Cl (2,4-dichlorobenzyl chloride). Run in CS(=O)C (dimethyl sulfoxide). Conditions: temperature 55 celsius, time 50 minute. Product: ClC1=C(COC2=C(C=C(C=C2)F)C(=C)N2C=NC=C2)C=CC(=C1)Cl (1-[1-[2-(2,4-Dichlorobenzyloxy)-5-fluorophenyl]vinyl]-1H-imidazole). Isolated yield 68.0%. Reaction SMILES: [OH-].[K+].[OH:3][C:4]1[CH:9]=[CH:8][C:7]([F:10])=[CH:6][C:5]=1[C:11]([N:13]1[CH:17]=[CH:16][N:15]=[CH:14]1)=[CH2:12].[Cl:18][C:19]1[CH:26]=[C:25]([Cl:27])[CH:24]=[CH:23][C:20]=1[CH2:21]Cl.O>CS(C)=O>[Cl:18][C:19]1[CH:26]=[C:25]([Cl:27])[CH:24]=[CH:23][C:20]=1[CH2:21][O:3][C:4]1[CH:9]=[CH:8][C:7]([F:10])=[CH:6][C:5]=1[C:11]([N:13]1[CH:17]=[CH:16][N:15]=[CH:14]1)=[CH2:12] |f:0.1|. Procedure details: 85% Potassium hydroxide powder (36.0 g, 0.545 mole) was suspended in dimethyl sulfoxide (500 g) and stirred at 55° C. for 50 minutes. After cooling to 25° C., 1-[1-(2-hydroxy-5-fluorophenyl)vinyl]-1H-imidazole (90.0 g, 0.441 mole) was added and the mixture was stirred at room temperature for 1 hour. Then, 2,4-dichlorobenzyl chloride (94.5 g, 0.483 mole) was added dropwise over 1 hour and the mixture was stirred for 2 hours. Water (680 ml) was added dropwise over 25 minutes to the reaction mixtur... Reactants: CC(=O)Nc1cc2c(cc1Br)C(Nc1ccc(C(=O)OC(C)(C)C)c(F)c1)CC2, CCOCC, CCCCCC, CN1CCCC1=O, N#C[Cu], N. Product: CC(=O)Nc1cc2c(cc1C#N)C(Nc1ccc(C(=O)OC(C)(C)C)c(F)c1)CC2. As a reaction SMILES: [C:1]([CH3:2])(=[O:3])[NH:4][c:5]1[cH:6][c:7]2[c:11]([cH:12][c:13]1[Br:14])[CH:10]([NH:15][c:16]1[cH:17][c:18]([F:29])[c:19]([C:20](=[O:21])[O:22][C:23]([CH3:24])([CH3:25])[CH3:26])[cH:27][cH:28]1)[CH2:9][CH2:8]2.[CH2:40]([O:41][CH2:42][CH3:43])[CH3:44].[CH3:34][CH2:35][CH2:36][CH2:37][CH2:38][CH3:39].[CH3:45][N:46]1[CH2:47][CH2:48][CH2:49][C:50]1=[O:51].[Cu:30][C:31]#[N:32].[NH3:33]>>[C:1]([CH3:2])(=[O:3])[NH:4][c:5]1[cH:6][c:7]2[c:11]([cH:12][c:13]1[C:31]#[N:32])[CH:10]([NH:15][c:16]1[cH:17][c:18]([F:29])[c:19]([C:20](=[O:21])[O:22][C:23]([CH3:24])([CH3:25])[CH3:26])[cH:27][cH:28]1)[CH2:9][CH2:8]2. Starting materials: CCOC(C)=O, CC(Cl)Cl, CC1(C)OCc2cc(F)cc(C=O)c2O1, [K+], [OH-], O=C(OO)c1cccc(Cl)c1. Yields the product CC1(C)OCc2cc(F)cc(O)c2O1. As a reaction SMILES: [CH3:27][CH2:28][O:29][C:30](=[O:31])[CH3:32].[Cl:35][CH:36]([Cl:37])[CH3:38].[F:1][c:2]1[cH:3][c:4]2[c:5]([c:12]([CH:14]=[O:15])[cH:13]1)[O:6][C:7]([CH3:10])([CH3:11])[O:8][CH2:9]2.[K+:34].[OH-:33].[OH:16][O:17][C:18]([c:19]1[cH:20][c:21]([Cl:22])[cH:23][cH:24][cH:25]1)=[O:26]>>[F:1][c:2]1[cH:3][c:4]2[c:5]([c:12]([OH:16])[cH:13]1)[O:6][C:7]([CH3:10])([CH3:11])[O:8][CH2:9]2. Starting materials: ClC1=NC=NC2=CC(=C(C=C12)OC)OCCCCl (4-chloro-7-(3-chloropropoxy)-6-methoxyquinazoline), ClC1=C(C2=C(OCO2)C(=C1)C#CCOC)N (5-chloro-7-(3-methoxyprop-1-yn-1-yl)-1,3-benzodioxol-4-amine), C[Si](C)(C)[N-][Si](C)(C)C.[Na+] (sodium bis(trimethylsilyl)amide). Solvent: CN(C)C=O (DMF). Product: ClC1=C(C2=C(OCO2)C(=C1)C#CCOC)NC1=NC=NC2=CC(=C(C=C12)OC)OCCCCl (N-[5-Chloro-7-(3-methoxyprop-1-yn-1-yl)-1,3-benzodioxol-4-yl]-7-(3-chloropropoxy)-6-methoxyquinazolin-4-amine). Isolated yield 66.6%. RXN SMILES: Cl[C:2]1[C:11]2[C:6](=[CH:7][C:8]([O:14][CH2:15][CH2:16][CH2:17][Cl:18])=[C:9]([O:12][CH3:13])[CH:10]=2)[N:5]=[CH:4][N:3]=1.[Cl:19][C:20]1[CH:28]=[C:27]([C:29]#[C:30][CH2:31][O:32][CH3:33])[C:23]2[O:24][CH2:25][O:26][C:22]=2[C:21]=1[NH2:34].C[Si]([N-][Si](C)(C)C)(C)C.[Na+]>CN(C=O)C>[Cl:19][C:20]1[CH:28]=[C:27]([C:29]#[C:30][CH2:31][O:32][CH3:33])[C:23]2[O:24][CH2:25][O:26][C:22]=2[C:21]=1[NH:34][C:2]1[C:11]2[C:6](=[CH:7][C:8]([O:14][CH2:15][CH2:16][CH2:17][Cl:18])=[C:9]([O:12][CH3:13])[CH:10]=2)[N:5]=[CH:4][N:3]=1 |f:2.3|. Procedure details: This was prepared using the method described in example 4 using 4-chloro-7-(3-chloropropoxy)-6-methoxyquinazoline (400 mg, 1.39 mmol), 5-chloro-7-(3-methoxyprop-1-yn-1-yl)-1,3-benzodioxol-4-amine (367 mg, 1.53 mmol) and sodium bis(trimethylsilyl)amide (1.0M in THF, 2.90 ml) in DMF (3 ml). The crude product was purified by column chromatography on silica using ethyl acetate as eluent. There was thus obtained the title compound (454 mg, 66%) as a pale yellow solid; NMR Spectrum:(CDCl3) 2.39 (quint... Starting materials: ClCCl, O=C(O)C(F)(F)F, CC(C)(C)OC(=O)N1CCN2C(=O)OC(Cc3ccccc3)(Cc3ccccc3)C2C1. Product: O=C1OC(Cc2ccccc2)(Cc2ccccc2)C2CNCCN12. Reaction SMILES: [Cl:39][CH2:40][Cl:41].[OH:32][C:33]([C:34]([F:35])([F:36])[F:37])=[O:38].[c:1]1([CH2:7][C:8]2([CH2:25][c:26]3[cH:27][cH:28][cH:29][cH:30][cH:31]3)[O:9][C:10](=[O:24])[N:11]3[CH:12]2[CH2:13][N:14]([C:17]([O:18][C:19]([CH3:20])([CH3:21])[CH3:22])=[O:23])[CH2:15][CH2:16]3)[cH:2][cH:3][cH:4][cH:5][cH:6]1>>[c:1]1([CH2:7][C:8]2([CH2:25][c:26]3[cH:27][cH:28][cH:29][cH:30][cH:31]3)[O:9][C:10](=[O:24])[N:11]3[CH:12]2[CH2:13][NH:14][CH2:15][CH2:16]3)[cH:2][cH:3][cH:4][cH:5][cH:6]1. Starting materials: CN(C)C=O, CCOC(=O)c1nnc2ccc(-c3ccccc3)cc2c1O, O=S(Cl)Cl. Yields the product CCOC(=O)c1cc2cc(-c3ccccc3)ccc2nn1. RXN SMILES: [CH3:27][N:28]([CH3:29])[CH:30]=[O:31].[OH:5][c:6]1[c:7]([C:22](=[O:23])[O:24][CH2:25][CH3:26])[n:8][n:9][c:10]2[cH:11][cH:12][c:13](-[c:16]3[cH:17][cH:18][cH:19][cH:20][cH:21]3)[cH:14][c:15]12.[S:1]([Cl:2])([Cl:3])=[O:4]>>[cH:6]1[c:7]([C:22](=[O:23])[O:24][CH2:25][CH3:26])[n:8][n:9][c:10]2[cH:11][cH:12][c:13](-[c:16]3[cH:17][cH:18][cH:19][cH:20][cH:21]3)[cH:14][c:15]12. Starting materials: [N+](=O)([O-])C=1C=CC(=C(C1)S(=O)(=O)O)N1CCCC1 (5-nitro-2-pyrrolidinylbenzenesulfonic acid). The reagents and catalysts are [Pd] (palladium on carbon). Run in C(C)O (ethanol). Yields the product NC=1C=CC(=C(C1)S(=O)(=O)O)N1CCCC1 (5-amino-2-pyrrolidinyl-benzenesulfonic acid). Reaction SMILES: [N+:1]([C:4]1[CH:5]=[CH:6][C:7]([N:14]2[CH2:18][CH2:17][CH2:16][CH2:15]2)=[C:8]([S:10]([OH:13])(=[O:12])=[O:11])[CH:9]=1)([O-])=O>C(O)C.[Pd]>[NH2:1][C:4]1[CH:5]=[CH:6][C:7]([N:14]2[CH2:18][CH2:17][CH2:16][CH2:15]2)=[C:8]([S:10]([OH:13])(=[O:11])=[O:12])[CH:9]=1. Procedure details: 72.4 Grams 2-chloro-5-nitrobenzenesulfonic acid was added in portions to 134 ml pyrrolidine, while keeping the temperature below 65° C. After the addition, the reaction was heated at reflux temperature with stirring for 7 hours and allowed to stand overnight at room temperature. The reaction was poured into 800 ml ice water and the solution made strongly acidic with concentrated HCl until light yellow crystals separated. The product was filtered, washed with a little dilute HCl and the moist cak... Starting materials: O (water), C1(CCCO1)=O (γ-butyrolactone), C1(CCCO1)=O (γ-butyrolactone), C([O-])([O-])=O.[K+].[K+] (potassium carbonate), COC1=CC=C2C(=CNC2=C1)C (6-methoxy-3-methylindole), C1(CCCO1)=O (γ-butyrolactone). The solvent is C1(=CC=CC=C1)C (Toluene), CC(=O)N(C)C (dimethylacetamide). Reaction conditions: time 12 hour. The product is COC1=CC=C2C(=CN(C2=C1)CCCC(=O)O)C (4-(6-methoxy-3-methyl-1H-indol-1-yl)butanoic Acid). The yield is 73.6%. As a reaction SMILES: C(=O)([O-])[O-].[K+].[K+].[CH3:7][O:8][C:9]1[CH:17]=[C:16]2[C:12]([C:13]([CH3:18])=[CH:14][NH:15]2)=[CH:11][CH:10]=1.[C:19]1(=[O:24])[O:23][CH2:22][CH2:21][CH2:20]1.O>CC(N(C)C)=O.C1(C)C=CC=CC=1>[CH3:7][O:8][C:9]1[CH:17]=[C:16]2[C:12]([C:13]([CH3:18])=[CH:14][N:15]2[CH2:22][CH2:21][CH2:20][C:19]([OH:24])=[O:23])=[CH:11][CH:10]=1 |f:0.1.2|. Procedure: Anhydrous potassium carbonate (34.5 g, 0.25 mmol) was added to a solution of 6-methoxy-3-methylindole (16.1 g, 0.1 mol) and γ-butyrolactone (43 g, 0.5 mol) in dimethylacetamide (750 mL). Under mechanical stirring and protected with a drying tube, the reaction mixture was refluxed for 18 hours, more γ-butyrolactone (21.5 g, 0.25 mol) was added, and the reflux was continued for 12 hours. A final portion of γ-butyrolactone (21.5 g, 0.25 mol) was added and the thick suspension was refluxed for anoth... Starting materials: BrC=1C=CC(=C(C#N)C1)OCC(C)C (5-Bromo-2-isobutoxybenzonitrile), B(OC(C)C)(OC(C)C)OC(C)C (triisopropyl borate), Cl (hydrochloric acid). Solvent: C1CCOC1 (THF), C1(=CC=CC=C1)C (toluene). Product: C(#N)C=1C=C(C=CC1OCC(C)C)B(O)O ((3-cyano-4-isobutoxyphenyl)boronic acid). RXN SMILES: Br[C:2]1[CH:3]=[CH:4][C:5]([O:10][CH2:11][CH:12]([CH3:14])[CH3:13])=[C:6]([CH:9]=1)[C:7]#[N:8].[B:15](OC(C)C)([O:20]C(C)C)[O:16]C(C)C.Cl>C1COCC1.C1(C)C=CC=CC=1>[C:7]([C:6]1[CH:9]=[C:2]([B:15]([OH:20])[OH:16])[CH:3]=[CH:4][C:5]=1[O:10][CH2:11][CH:12]([CH3:14])[CH3:13])#[N:8]. Procedure details: 5-Bromo-2-isobutoxybenzonitrile and triisopropyl borate were dissolved in a mixed solvent of THF and toluene and an n-butyllithium-hexane solution was added dropwise to the solution at a temperature below −60° C. After the temperature was elevated to −20° C., 1M hydrochloric acid was added, followed by stirring at room temperature to obtain (3-cyano-4-isobutoxyphenyl)boronic acid. F: 220.